This data is from the Open Reaction Database (ORD), a public repository of structured organic reaction records. The task is: describe an organic reaction: reactants, conditions, products, and yield Reactants: NC1=C(C(=O)O)C=CC=N1 (2-aminonicotinic acid), ClCC=O (chloroacetaldehyde), solution. Yields the product Cl.N=1C=CN2C1C(=CC=C2)C(=O)O (Imidazo [1,2-a ]pyridine-8 -carboxylic acid, monohydrochloride). Isolated yield 86.4%. As a reaction SMILES: [NH2:1][C:2]1[N:10]=[CH:9][CH:8]=[CH:7][C:3]=1[C:4]([OH:6])=[O:5].[Cl:11][CH2:12][CH:13]=O>>[ClH:11].[N:1]1[CH:12]=[CH:13][N:10]2[CH:9]=[CH:8][CH:7]=[C:3]([C:4]([OH:6])=[O:5])[C:2]=12 |f:2.3|. Procedure: Using 2-aminonicotinic acid (14.1 g, 0.102 mol) and chloroacetaldehyde [45% aqueous solution (8.6 g, 0.11 mol)], the same procedure as described above in example C was used. After workup 17.5 g (88%) of the title compound, m.p. 299°-300° C. (decomp), was isolated. The reactants are CC(C)(C)[Si](C)(C)Cl, CN(C)C=O, O=[N+]([O-])c1ccc(O)cc1, c1c[nH]cn1. Product: CC(C)(C)[Si](C)(C)Oc1ccc([N+](=O)[O-])cc1. As a reaction SMILES: [C:16]([CH3:17])([CH3:18])([CH3:19])[Si:20]([CH3:21])([CH3:22])[Cl:23].[CH3:24][N:25]([CH3:26])[CH:27]=[O:28].[OH:1][c:2]1[cH:3][cH:4][c:5]([N+:8]([O-:9])=[O:10])[cH:6][cH:7]1.[nH:11]1[cH:12][cH:13][n:14][cH:15]1>>[O:1]([c:2]1[cH:3][cH:4][c:5]([N+:8]([O-:9])=[O:10])[cH:6][cH:7]1)[Si:20]([C:16]([CH3:17])([CH3:18])[CH3:19])([CH3:21])[CH3:22]. The reactants are NCCNC(c1ccccc1)(c1ccccc1)c1ccccc1, CCCCO, [Na+], [Na+], O=C([O-])[O-], O, OC(CCCl)(c1ccccc1)C1CCCCC1. Yields the product OC(CCNCCNC(c1ccccc1)(c1ccccc1)c1ccccc1)(c1ccccc1)C1CCCCC1. Reaction SMILES: [C:1]([c:2]1[cH:3][cH:4][cH:5][cH:6][cH:7]1)([c:8]1[cH:9][cH:10][cH:11][cH:12][cH:13]1)([c:14]1[cH:15][cH:16][cH:17][cH:18][cH:19]1)[NH:20][CH2:21][CH2:22][NH2:23].[CH2:47]([OH:48])[CH2:49][CH2:50][CH3:51].[Na+:24].[Na+:25].[O-:26][C:27](=[O:28])[O-:29].[OH2:52].[c:30]1([C:36]([CH2:37][CH2:38][Cl:39])([OH:40])[CH:41]2[CH2:42][CH2:43][CH2:44][CH2:45][CH2:46]2)[cH:31][cH:32][cH:33][cH:34][cH:35]1>>[C:1]([c:2]1[cH:3][cH:4][cH:5][cH:6][cH:7]1)([c:8]1[cH:9][cH:10][cH:11][cH:12][cH:13]1)([c:14]1[cH:15][cH:16][cH:17][cH:18][cH:19]1)[NH:20][CH2:21][CH2:22][NH:23][CH2:38][CH2:37][C:36]([c:30]1[cH:31][cH:32][cH:33][cH:34][cH:35]1)([OH:40])[CH:41]1[CH2:42][CH2:43][CH2:44][CH2:45][CH2:46]1. Reactants: ClC1=C(C=CC=C1)N=C=O (2-Chlorophenyl isocyanate), NCC1=NN=C(N1C=1SC(=CC1C(C1=C(C=CC=C1)Cl)=O)CC(=O)OC)C (methyl (2-(3-aminomethyl-5-methyl[1,2,4]triazol-4-yl)-3-(2-chlorobenzoyl)thiophen-5-yl)acetate). Yields the product ClC1=C(C(=O)C2=C(SC(=C2)CC(=O)OC)N2C(=NN=C2C)CNC(=O)NC2=C(C=CC=C2)Cl)C=CC=C1 (methyl (3-(2-chlorobenzoyl)-2-(3-(3-(2-chlorophenyl)ureidomethyl)-5-methyl[1,2,4]triazol-4-yl)thiophen-5-yl)acetate). Reaction SMILES: [Cl:1][C:2]1[CH:7]=[CH:6][CH:5]=[CH:4][C:3]=1[N:8]=[C:9]=[O:10].[NH2:11][CH2:12][C:13]1[N:17]([C:18]2[S:19][C:20]([CH2:32][C:33]([O:35][CH3:36])=[O:34])=[CH:21][C:22]=2[C:23](=[O:31])[C:24]2[CH:29]=[CH:28][CH:27]=[CH:26][C:25]=2[Cl:30])[C:16]([CH3:37])=[N:15][N:14]=1>>[Cl:30][C:25]1[CH:26]=[CH:27][CH:28]=[CH:29][C:24]=1[C:23]([C:22]1[CH:21]=[C:20]([CH2:32][C:33]([O:35][CH3:36])=[O:34])[S:19][C:18]=1[N:17]1[C:16]([CH3:37])=[N:15][N:14]=[C:13]1[CH2:12][NH:11][C:9]([NH:8][C:3]1[CH:4]=[CH:5][CH:6]=[CH:7][C:2]=1[Cl:1])=[O:10])=[O:31]. Reported procedure: 2-Chlorophenyl isocyanate and methyl (2-(3-aminomethyl-5-methyl[1,2,4]triazol-4-yl)-3-(2-chlorobenzoyl)thiophen-5-yl)acetate are reacted to give methyl (3-(2-chlorobenzoyl)-2-(3-(3-(2-chlorophenyl)ureidomethyl)-5-methyl[1,2,4]triazol-4-yl)thiophen-5-yl)acetate. Starting materials: BrCCOC1=C(C=C(C=C1)[N+](=O)[O-])OC (1-(2-bromoethoxy)-2-methoxy-4-nitrobenzene), CC1NC(CCC1)C (2,6-dimethylpiperidine). Run in ClCCl.CO (dichloromethane methanol). Product: COC1=C(OCCN2C(CCCC2C)C)C=CC(=C1)[N+](=O)[O-] (1-[2-(2-methoxy-4-nitrophenoxy)ethyl]-2,6-dimethylpiperidine). Reaction SMILES: Br[CH2:2][CH2:3][O:4][C:5]1[CH:10]=[CH:9][C:8]([N+:11]([O-:13])=[O:12])=[CH:7][C:6]=1[O:14][CH3:15].[CH3:16][CH:17]1[CH2:22][CH2:21][CH2:20][CH:19]([CH3:23])[NH:18]1>ClCCl.CO>[CH3:15][O:14][C:6]1[CH:7]=[C:8]([N+:11]([O-:13])=[O:12])[CH:9]=[CH:10][C:5]=1[O:4][CH2:3][CH2:2][N:18]1[CH:19]([CH3:23])[CH2:20][CH2:21][CH2:22][CH:17]1[CH3:16] |f:2.3|. Reported procedure: Prepared analogously to Example 1.1.c. from 1 g (3.622 mmol) of 1-(2-bromoethoxy)-2-methoxy-4-nitrobenzene and 1.5 mL (10.87 mmol) of 2,6-dimethylpiperidine. Yield: 0.85 g (76% of theory); C16H24N2O4 (M=308.37); calc.: molecular ion peak (M+H)+: 309; found: molecular ion peak (M+H)+: 309; Rf value: 0.55 (silica gel, dichloromethane/methanol (9:1)). Starting materials: C(C#C)Br (propargyl bromide), C(=O)([O-])[O-].[K+].[K+] (K2CO3), CC(CC(C)=O)=O (2,4-pentane-dione). Solvent: CC(=O)C (acetone). Conditions: temperature 60 celsius, time 24 hour. Product: C(C#C)C(C(C)=O)C(C)=O (3-propargyl-pentane-2,4-dione). Yield: 80.4%. RXN SMILES: [CH2:1](Br)[C:2]#[CH:3].C([O-])([O-])=O.[K+].[K+].[CH3:11][C:12](=[O:17])[CH2:13][C:14](=[O:16])[CH3:15]>CC(C)=O>[CH2:3]([CH:13]([C:12](=[O:17])[CH3:11])[C:14](=[O:16])[CH3:15])[C:2]#[CH:1] |f:1.2.3|. Procedure details: The mixture of propargyl bromide (0.32 g, 2.70 mmol), K2CO3 (2.22 g, 16.10 mmol), and 2,4-pentane-dione (1.34 g, 13.40 mmol) in acetone (30 mL) was stirred for 24 hrs at 60° C. After filtration and removal of solvent under reduced pressure, the crude residue was purified by flash chromatography (hexane) to give 22 as colorless liquid (0.30 g, 69%). 1HNMR (400 MHz, CDCl3) δ 2.03-2.04 (t, J=5.28 Hz, 1H), 2.22 (s, 3H), 2.25 (s, 3H), 2.68-2.71 (m, 2H), 3.84-3.87 (t, J=15.08 Hz, 1H); 13CNMR (100 MHz,... Starting materials: CCOC(=O)N1c2c(cc(Cl)cc2[N+](=O)[O-])C(N(Cc2cc(C(F)(F)F)cc(C(F)(F)F)c2)C(=O)OC)CC1C, CCO. Yields the product CCOC(=O)N1c2c(N)cc(Cl)cc2C(N(Cc2cc(C(F)(F)F)cc(C(F)(F)F)c2)C(=O)OC)CC1C. As a reaction SMILES: [CH2:1]([CH3:2])[O:3][C:4](=[O:5])[N:6]1[CH:7]([CH3:40])[CH2:8][CH:9]([N:20]([C:21](=[O:22])[O:23][CH3:24])[CH2:25][c:26]2[cH:27][c:28]([C:36]([F:37])([F:38])[F:39])[cH:29][c:30]([C:32]([F:33])([F:34])[F:35])[cH:31]2)[c:10]2[cH:11][c:12]([Cl:19])[cH:13][c:14]([N+:16]([O-:17])=[O:18])[c:15]21.[CH3:41][CH2:42][OH:43]>>[CH2:1]([CH3:2])[O:3][C:4](=[O:5])[N:6]1[CH:7]([CH3:40])[CH2:8][CH:9]([N:20]([C:21](=[O:22])[O:23][CH3:24])[CH2:25][c:26]2[cH:27][c:28]([C:36]([F:37])([F:38])[F:39])[cH:29][c:30]([C:32]([F:33])([F:34])[F:35])[cH:31]2)[c:10]2[cH:11][c:12]([Cl:19])[cH:13][c:14]([NH2:16])[c:15]21. Starting materials: [BH4-], C[Si](C)(C)c1ccc(C=O)cc1, CO, NCCc1ccc(Cl)c(Cl)c1, [Na+], O. Product: C[Si](C)(C)c1ccc(CNCCc2ccc(Cl)c(Cl)c2)cc1. RXN SMILES: [BH4-:24].[CH3:1][Si:2]([c:3]1[cH:4][cH:5][c:6]([CH:7]=[O:8])[cH:9][cH:10]1)([CH3:11])[CH3:12].[CH3:27][OH:28].[Cl:13][c:14]1[cH:15][c:16]([CH2:21][CH2:22][NH2:23])[cH:17][cH:18][c:19]1[Cl:20].[Na+:25].[OH2:26]>>[CH3:1][Si:2]([c:3]1[cH:4][cH:5][c:6]([CH2:7][NH:23][CH2:22][CH2:21][c:16]2[cH:15][c:14]([Cl:13])[c:19]([Cl:20])[cH:18][cH:17]2)[cH:9][cH:10]1)([CH3:11])[CH3:12].